From a dataset of the Open Reaction Database (ORD), a public repository of structured organic reaction records. describe an organic reaction: reactants, conditions, products, and yield The yield is 81.3%. Starting materials: C(C)(C)(C)OC(=O)N1CCN(CC1)C=1C(N(N=C(C1C)C1=CC(=C(C=C1)C)F)CC(C)C)=O (4-(4-tert-butoxycarbonyl-1-piperazinyl)-methyl-6-(3-fluoro-4-methylphenyl)-2-isobutyl-2H-pyridazin-3-one), C(C1=CC=CC=C1)N1N=C(C=C(C1=O)COS(=O)(=O)C)C1=CC(=C(C=C1)F)C (2-benzyl-6-(4-fluoro-3-methylphenyl)-4-methanesulfonyloxymethyl-2H-pyridazin-3-one), CN1CCNCC1 (1-methylpiperazine). Procedure: Following the procedure of Example 1 (10), 2-benzyl-6-(4-fluoro-3-methylphenyl)-4-methanesulfonyloxymethyl-2H-pyridazin-3-one and 1-methylpiperazine were reacted to yield the title compound as a yellow oil (yield: 81.3%). Yields the product C(C1=CC=CC=C1)N1N=C(C=C(C1=O)CN1CCN(CC1)C)C1=CC(=C(C=C1)F)C (2-benzyl-6-(4-fluoro-3-methylphenyl)-4-(4-methyl-1-piperazinyl)methyl-2H-pyridazin-3-one). As a reaction SMILES: C(O[C:6]([N:8]1[CH2:13][CH2:12][N:11](C2C(=O)N(CC(C)C)N=C(C3C=CC(C)=C(F)C=3)C=2C)[CH2:10][CH2:9]1)=O)(C)(C)C.[CH2:34]([N:41]1[C:46](=[O:47])[C:45]([CH2:48]OS(C)(=O)=O)=[CH:44][C:43]([C:54]2[CH:59]=[CH:58][C:57]([F:60])=[C:56]([CH3:61])[CH:55]=2)=[N:42]1)[C:35]1[CH:40]=[CH:39][CH:38]=[CH:37][CH:36]=1.CN1CCNCC1>>[CH2:34]([N:41]1[C:46](=[O:47])[C:45]([CH2:48][N:11]2[CH2:12][CH2:13][N:8]([CH3:6])[CH2:9][CH2:10]2)=[CH:44][C:43]([C:54]2[CH:59]=[CH:58][C:57]([F:60])=[C:56]([CH3:61])[CH:55]=2)=[N:42]1)[C:35]1[CH:40]=[CH:39][CH:38]=[CH:37][CH:36]=1. Starting materials: ClC1=CC(=C(C=C1C(=O)OCC)C1=NN(C(=C1C)C#N)C)F (3-(4-chloro-2-fluoro-5-carbethoxyphenyl)-4-methyl-5-cyano-1-methyl-[1H]-pyrazole), [OH-].[Na+] (sodium hydroxide). The solvent is O1CCOCC1 (dioxane). Yields the product ClC1=CC(=C(C=C1C(=O)O)C1=NN(C(=C1C)C#N)C)F (3-(4-chloro-2-fluoro-5-carboxyphenyl)-4-methyl-5-cyano-1-methyl-[1H]-pyrazole). RXN SMILES: [Cl:1][C:2]1[C:7]([C:8]([O:10]CC)=[O:9])=[CH:6][C:5]([C:13]2[C:17]([CH3:18])=[C:16]([C:19]#[N:20])[N:15]([CH3:21])[N:14]=2)=[C:4]([F:22])[CH:3]=1.[OH-].[Na+]>O1CCOCC1>[Cl:1][C:2]1[C:7]([C:8]([OH:10])=[O:9])=[CH:6][C:5]([C:13]2[C:17]([CH3:18])=[C:16]([C:19]#[N:20])[N:15]([CH3:21])[N:14]=2)=[C:4]([F:22])[CH:3]=1 |f:1.2|. Reported procedure: 3.1 g of 3-(4-chloro-2-fluoro-5-carbethoxyphenyl)-4-methyl-5-cyano-1-methyl-[1H]-pyrazole (Example H13) are dissolved in 22 ml of dioxane, and 10 ml of 2N aqueous sodium hydroxide solution are added dropwise at 22° C. The mixture is stirred until the reaction is complete, the solvent is evaporated, the resulting residue is dissolved in water and the solution is brought to pH 1using hydrochloric acid. The precipitate formed is filtered off and dried. This gives the desired product in a yield of 2... The reactants are solution, [OH-].[Na+] (sodium hydroxide), COC=1C=C2C(=CC=NC2=CC1OC)OC1=CC=C(C=C1)NC(CCOC1=C(C=CC=C1)Cl)=O (N1-{4-[(6,7-Dimethoxy-4-quinolyl)oxy]phenyl}-3-(2-chlorophenoxy)propaneamide), Cl (hydrochloric acid). Solvent: O1CCCC1 (tetrahydrofuran), O1CCCC1 (tetrahydrofuran). Run at temperature 0 celsius. Yields the product ClC1=C(OCCCNC2=CC=C(C=C2)OC2=CC=NC3=CC(=C(C=C23)OC)OC)C=CC=C1 (N-[3-(2-Chlorophenoxy)propyl]-N-{4-[(6,7-dimethoxy-4-quinolyl)oxy]phenyl}amine). Isolated yield 79.8%. RXN SMILES: [CH3:1][O:2][C:3]1[CH:4]=[C:5]2[C:10](=[CH:11][C:12]=1[O:13][CH3:14])[N:9]=[CH:8][CH:7]=[C:6]2[O:15][C:16]1[CH:21]=[CH:20][C:19]([NH:22][C:23](=O)[CH2:24][CH2:25][O:26][C:27]2[CH:32]=[CH:31][CH:30]=[CH:29][C:28]=2[Cl:33])=[CH:18][CH:17]=1.Cl.[OH-].[Na+]>O1CCCC1>[Cl:33][C:28]1[CH:29]=[CH:30][CH:31]=[CH:32][C:27]=1[O:26][CH2:25][CH2:24][CH2:23][NH:22][C:19]1[CH:20]=[CH:21][C:16]([O:15][C:6]2[C:5]3[C:10](=[CH:11][C:12]([O:13][CH3:14])=[C:3]([O:2][CH3:1])[CH:4]=3)[N:9]=[CH:8][CH:7]=2)=[CH:17][CH:18]=1 |f:2.3|. Reported procedure: N1-{4-[(6,7-Dimethoxy-4-quinolyl)oxy]phenyl}-3-(2-chlorophenoxy)propaneamide (200 mg) was dissolved in tetrahydrofuran (10 ml) to prepare a solution. A 1 M solution (1.3 ml) of a borane-tetrahydrofuran complex in tetrahydrofuran was then added to the solution, and the mixture was stirred with heating under reflux for 2 hr. The reaction solution was cooled to 0° C. and was adjusted to pH=1 by the addition of 1 N hydrochloric acid, followed by stirring with heating under reflux for 30 min. The rea...